This data is from the Open Reaction Database (ORD), a public repository of structured organic reaction records. The task is: describe an organic reaction: reactants, conditions, products, and yield Starting materials: CCCOC(=O)C(N)CCCCN, CO, Cl, Cl, [Na+], [OH-]. Yields the product NCCCCC(N)C(=O)O. As a reaction SMILES: [CH2:3]([CH2:4][CH3:5])[O:6][C:7]([CH:8]([NH2:9])[CH2:10][CH2:11][CH2:12][CH2:13][NH2:14])=[O:15].[CH3:18][OH:19].[ClH:1].[ClH:2].[Na+:17].[OH-:16]>>[O:6]=[C:7]([CH:8]([NH2:9])[CH2:10][CH2:11][CH2:12][CH2:13][NH2:14])[OH:15]. Reactants: CN(C)C=O, CCOC(=O)CC(C(=O)OCC)C(=O)OCC, [H-], Cc1cccc([N+](=O)[O-])c1CCl, [Na+], c1ccccc1. The product is CCOC(=O)CC(Cc1c(C)cccc1[N+](=O)[O-])(C(=O)OCC)C(=O)OCC. As a reaction SMILES: [CH3:32][N:33]([CH3:34])[CH:35]=[O:36].[CH:1]([CH2:2][C:3](=[O:4])[O:5][CH2:6][CH3:7])([C:8](=[O:9])[O:10][CH2:11][CH3:12])[C:13](=[O:14])[O:15][CH2:16][CH3:17].[H-:19].[N+:20](=[O:21])([O-:22])[c:23]1[c:24]([CH2:25][Cl:26])[c:27]([CH3:31])[cH:28][cH:29][cH:30]1.[Na+:18].[cH:37]1[cH:38][cH:39][cH:40][cH:41][cH:42]1>>[C:1]([CH2:2][C:3](=[O:4])[O:5][CH2:6][CH3:7])([C:8](=[O:9])[O:10][CH2:11][CH3:12])([C:13](=[O:14])[O:15][CH2:16][CH3:17])[CH2:25][c:24]1[c:23]([N+:20](=[O:21])[O-:22])[cH:30][cH:29][cH:28][c:27]1[CH3:31]. The reactants are Cl.N[C@@H](CC1=CC=C(C=C1)NC(=O)NC1=CC=CC=C1)CO ((S)-N-[4-(2-amino-3-hydroxypropyl)phenyl]-N′-phenylurea hydrochloride), ClC=1C=C([C@@H]2CO2)C=CC1 ((R)-3-chlorostyrene oxide), C(C)(C)N(C(C)C)CC (N,N-diisopropylethylamine). Solvent: C(C)O (ethanol). The product is ClC=1C=C(C=CC1)[C@H](CN[C@@H](CC1=CC=C(C=C1)NC(=O)NC1=CC=CC=C1)CO)O (N-[4-[(2S)-2-[[(2R)-2-(3-chlorophenyl)-2-hydroxyethyl]amino]-3-hydroxypropyl]phenyl]-N′-phenylurea). The yield is 28.2%. As a reaction SMILES: Cl.[NH2:2][C@H:3]([CH2:21][OH:22])[CH2:4][C:5]1[CH:10]=[CH:9][C:8]([NH:11][C:12]([NH:14][C:15]2[CH:20]=[CH:19][CH:18]=[CH:17][CH:16]=2)=[O:13])=[CH:7][CH:6]=1.[Cl:23][C:24]1[CH:25]=[C:26]([CH:30]=[CH:31][CH:32]=1)[C@H:27]1[O:29][CH2:28]1.C(N(CC)C(C)C)(C)C>C(O)C>[Cl:23][C:24]1[CH:25]=[C:26]([C@@H:27]([OH:29])[CH2:28][NH:2][C@H:3]([CH2:21][OH:22])[CH2:4][C:5]2[CH:6]=[CH:7][C:8]([NH:11][C:12]([NH:14][C:15]3[CH:16]=[CH:17][CH:18]=[CH:19][CH:20]=3)=[O:13])=[CH:9][CH:10]=2)[CH:30]=[CH:31][CH:32]=1 |f:0.1|. Reported procedure: Under nitrogen, a solution of (S)-N-[4-(2-amino-3-hydroxypropyl)phenyl]-N′-phenylurea hydrochloride (150 mg), (R)-3-chlorostyrene oxide (56 mg) and N,N-diisopropylethylamine (0.17 ml) in ethanol (5 ml) was refluxed for 28 hours. The mixture was evaporated in vacuo. The residue was purified by column chromatography on silica gel (chloroform:methanol=100:1) to give N-[4-[(2S)-2-[[(2R)-2-(3-chlorophenyl)-2-hydroxyethyl]amino]-3-hydroxypropyl]phenyl]-N′-phenylurea (45 mg) as a colorless form. The reactants are COC(OC)N(C)C, Cc1ccccc1, NS(=O)(=O)c1c(C(F)(F)F)nc2ccc(Cl)nn12. Product: CN(C)C=NS(=O)(=O)c1c(C(F)(F)F)nc2ccc(Cl)nn12. RXN SMILES: [CH3:19][O:20][CH:21]([N:22]([CH3:23])[CH3:24])[O:25][CH3:26].[CH3:27][c:28]1[cH:29][cH:30][cH:31][cH:32][cH:33]1.[Cl:1][c:2]1[cH:3][cH:4][c:5]2[n:6]([n:7]1)[c:8]([S:15](=[O:16])(=[O:17])[NH2:18])[c:9]([C:11]([F:12])([F:13])[F:14])[n:10]2>>[Cl:1][c:2]1[cH:3][cH:4][c:5]2[n:6]([n:7]1)[c:8]([S:15](=[O:16])(=[O:17])[N:18]=[CH:21][N:22]([CH3:23])[CH3:24])[c:9]([C:11]([F:12])([F:13])[F:14])[n:10]2. The reactants are C(C)(=O)N1CCC(CC1)C1=C(C=C(C=C1)C(C)=O)[N+](=O)[O-] (N-acetyl-4-(2-nitro-4-acetylphenyl)-piperidine), [H][H] (hydrogen). Reagents/catalysts: [Pd] (palladium). Run in C(C)O (ethanol). Product: C(C)(=O)N1CCC(CC1)C1=C(C=C(C=C1)C(C)=O)N (N-acetyl-4-(2-amino-4-acetyl-phenyl)-piperidine). As a reaction SMILES: [C:1]([N:4]1[CH2:9][CH2:8][CH:7]([C:10]2[CH:15]=[CH:14][C:13]([C:16](=[O:18])[CH3:17])=[CH:12][C:11]=2[N+:19]([O-])=O)[CH2:6][CH2:5]1)(=[O:3])[CH3:2].[H][H]>C(O)C.[Pd]>[C:1]([N:4]1[CH2:5][CH2:6][CH:7]([C:10]2[CH:15]=[CH:14][C:13]([C:16](=[O:18])[CH3:17])=[CH:12][C:11]=2[NH2:19])[CH2:8][CH2:9]1)(=[O:3])[CH3:2]. Procedure details: A solution of 23 g of crude N-acetyl-4-(2-nitro-4-acetylphenyl)-piperidine in 250 ml of ethanol is hydrogenated with 4.5 g of palladium (5%) on barium carbonate (decomposed) until 3 equivalents of hydrogen have been absorbed. The catalyst is then filtered off, and the filtrate is concentrated in vacuo to dryness. The crude N-acetyl-4-(2-amino-4-acetyl-phenyl)-piperidine thus obtained is purified by way of the hydrochloride, m.p. 220°-222° (from ethanol).